This data is from the Open Reaction Database (ORD), a public repository of structured organic reaction records. The task is: describe an organic reaction: reactants, conditions, products, and yield Reactants: CN1CCNCC1, CC(=O)O, CS(C)=O, Cn1cc(C(=O)O)c(=O)c2cc3cc(F)c(F)c(F)c3nc21, O. Product: CN1CCN(c2c(F)cc3cc4c(=O)c(C(=O)O)cn(C)c4nc3c2F)CC1. As a reaction SMILES: [CH3:23][N:24]1[CH2:25][CH2:26][NH:27][CH2:28][CH2:29]1.[CH3:31][C:32](=[O:33])[OH:34].[CH3:35][S:36](=[O:37])[CH3:38].[F:1][c:2]1[cH:3][c:4]2[c:5]([n:6][c:7]3[n:8]([CH3:18])[cH:9][c:10]([C:15](=[O:16])[OH:17])[c:11](=[O:14])[c:12]3[cH:13]2)[c:19]([F:22])[c:20]1[F:21].[OH2:30]>>[F:1][c:2]1[cH:3][c:4]2[c:5]([n:6][c:7]3[n:8]([CH3:18])[cH:9][c:10]([C:15](=[O:16])[OH:17])[c:11](=[O:14])[c:12]3[cH:13]2)[c:19]([F:22])[c:20]1[N:27]1[CH2:26][CH2:25][N:24]([CH3:23])[CH2:29][CH2:28]1. Starting materials: CCOC(=O)CC(=O)CC(=O)OCC (diethyl acetonedicarboxylate), C1(CC1)N (cyclopropylamine). Run in O (H2O). Run at time 18 hour. Yields the product C1(CC1)NC(=CC(=O)OCC)CC(=O)OCC (diethyl 3-cyclopropylamino-2-pentenedioate). Yield: 95.1%. Reaction SMILES: [CH3:1][CH2:2][O:3][C:4]([CH2:6][C:7]([CH2:9][C:10]([O:12][CH2:13][CH3:14])=[O:11])=O)=[O:5].[CH:15]1([NH2:18])[CH2:17][CH2:16]1>O>[CH:15]1([NH:18][C:7]([CH2:9][C:10]([O:12][CH2:13][CH3:14])=[O:11])=[CH:6][C:4]([O:3][CH2:2][CH3:1])=[O:5])[CH2:17][CH2:16]1. Procedure: To 30.33 g (0.15 mol) of diethyl acetonedicarboxylate was added dropwise 11.8 g (0.19 mol) of cyclopropylamine at such a rate that reaction temperature was kept below 48° C. The reaction mixture was stirred at room temperature for 18 hours. The reaction mixture was poured into H2O, extracted twice with ether, dried (MgSO4) and concentrated in vacuo affording 34.42 g of a light yellow oil. Crude was kugelrohr distilled at 53 Pa and collected at a pot temperature of 102°-104° C. to give 23.73 g (6... Starting materials: ClCCCN1C(OC2=C1C=CC=C2)=O (3-(3-chloropropyl)-2(3H)-benzoxazolone), C1(=CC=CC=C1)C(N1CCNCC1)C1=CC=CC=C1 (1-(diphenylmethyl)piperazine), C([O-])([O-])=O.[Na+].[Na+] (sodium carbonate), CC(CC(C)=O)C (4-methyl-2-pentanone). Solvent: O (water), O (water). Yields the product Cl.Cl.C1(=CC=CC=C1)C(N1CCN(CC1)CCCN1C(OC2=C1C=CC=C2)=O)C2=CC=CC=C2 (3-{3-[4-(diphenylmethyl)-1-piperazinyl]propyl}-2(3H)benzoxazolone dihydrochloride). Reaction SMILES: [Cl:1][CH2:2][CH2:3][CH2:4][N:5]1[C:9]2[CH:10]=[CH:11][CH:12]=[CH:13][C:8]=2[O:7][C:6]1=[O:14].[C:15]1([CH:21]([C:28]2[CH:33]=[CH:32][CH:31]=[CH:30][CH:29]=2)[N:22]2[CH2:27][CH2:26][NH:25][CH2:24][CH2:23]2)[CH:20]=[CH:19][CH:18]=[CH:17][CH:16]=1.C(=O)([O-])[O-].[Na+].[Na+].CC(C)CC(=O)C>O>[ClH:1].[ClH:1].[C:28]1([CH:21]([C:15]2[CH:20]=[CH:19][CH:18]=[CH:17][CH:16]=2)[N:22]2[CH2:23][CH2:24][N:25]([CH2:2][CH2:3][CH2:4][N:5]3[C:9]4[CH:10]=[CH:11][CH:12]=[CH:13][C:8]=4[O:7][C:6]3=[O:14])[CH2:26][CH2:27]2)[CH:29]=[CH:30][CH:31]=[CH:32][CH:33]=1 |f:2.3.4,7.8.9|. Procedure details: A mixture of 4.9 parts of 3-(3-chloropropyl)-2(3H)-benzoxazolone, 5 parts of 1-(diphenylmethyl)piperazine, 6.4 parts of sodium carbonate and 200 parts of 4-methyl-2-pentanone is stirred and refluxed overnight with water-separator. The reaction mixture is cooled, water is added and the layers are separated. The 4-methyl-2-pentanone phase is dried, filtered and evaporated. The oily residue is dissolved in 2,2'-oxybispropane and the solution is stirred with activated charcoal. The latter is filtere...